Dataset: the Open Reaction Database (ORD), a public repository of structured organic reaction records. Task: describe an organic reaction: reactants, conditions, products, and yield Starting materials: CC=1N=C(SC1)NC1=NC=CC=C1O (2-(4-Methylthiazol-2-ylamino)pyridin-3-ol), C([O-])([O-])=O.[K+].[K+] (potassium carbonate), BrCC1=C2N=CC=NC2=CC=C1 (5-(bromomethyl)quinoxaline), Cl (HCl). Yields the product Cl.CC=1N=C(SC1)NC1=NC=CC=C1OCC1=C2N=CC=NC2=CC=C1 (N-(4-methylthiazol-2-yl)-3-(quinoxalin-5-ylmethoxy)pyridin-2-amine hydrochloride). Yield: 31.5%. Reaction SMILES: [CH3:1][C:2]1[N:3]=[C:4]([NH:7][C:8]2[C:13]([OH:14])=[CH:12][CH:11]=[CH:10][N:9]=2)[S:5][CH:6]=1.C(=O)([O-])[O-].[K+].[K+].Br[CH2:22][C:23]1[CH:32]=[CH:31][CH:30]=[C:29]2[C:24]=1[N:25]=[CH:26][CH:27]=[N:28]2.[ClH:33]>>[ClH:33].[CH3:1][C:2]1[N:3]=[C:4]([NH:7][C:8]2[C:13]([O:14][CH2:22][C:23]3[CH:32]=[CH:31][CH:30]=[C:29]4[C:24]=3[N:25]=[CH:26][CH:27]=[N:28]4)=[CH:12][CH:11]=[CH:10][N:9]=2)[S:5][CH:6]=1 |f:1.2.3,6.7|. Procedure details: 2-(4-Methylthiazol-2-ylamino)pyridin-3-ol (prepared according to Example 3, Step A; 70 mg, 0.338 mmol), potassium carbonate (117 mg, 0.844 mmol) and 5-(bromomethyl)quinoxaline (75.3 mg, 0.338 mmol) [Hardie, M. J., Org. Biomol. Chem. (2004), 2(20), 2958] were reacted according to Example 3, Steps B and C, to provide N-(4-methylthiazol-2-yl)-3-(quinoxalin-5-ylmethoxy)pyridin-2-amine hydrochloride (41.1 mg, 31.5% yield) as a yellow solid after HCl salt formation. 1H NMR (d6-DMSO) δ 9.12 (d, 1H), 9....